This data is from the Open Reaction Database (ORD), a public repository of structured organic reaction records. The task is: describe an organic reaction: reactants, conditions, products, and yield Starting materials: CC(C)(C)OC(=O)N(Cc1ccccc1)C1CCCc2ccc(O)cc2C1, CCOC(C)=O, Cl, [Na+], O=C([O-])O. The product is Oc1ccc2c(c1)CC(NCc1ccccc1)CCC2. RXN SMILES: [CH2:1]([c:2]1[cH:3][cH:4][cH:5][cH:6][cH:7]1)[N:8]([CH:9]1[CH2:10][c:11]2[c:12]([cH:16][cH:17][c:18]([OH:20])[cH:19]2)[CH2:13][CH2:14][CH2:15]1)[C:21]([O:22][C:23]([CH3:24])([CH3:25])[CH3:26])=[O:27].[CH3:34][CH2:35][O:36][C:37](=[O:38])[CH3:39].[ClH:28].[Na+:29].[OH:30][C:31](=[O:32])[O-:33]>>[CH2:1]([c:2]1[cH:3][cH:4][cH:5][cH:6][cH:7]1)[NH:8][CH:9]1[CH2:10][c:11]2[c:12]([cH:16][cH:17][c:18]([OH:20])[cH:19]2)[CH2:13][CH2:14][CH2:15]1. The product is C(C)N(C(OC)=O)C1=C(C=CC=C1)CBr (Methyl N-ethyl-N-(o-bromomethylphenyl)-carbamate). Procedure: A mixture of 30 g (0.155 mol) of methyl N-ethyl-N-(o-methylphenyl)-carbamate (Example 1b), 33 g (0.185 mol) of N-bromosuccinimide and 0.1 g of azoisobutyronitrile in 300 ml of carbon tetrachloride is exposed to a 300 W UV lamp for 6 hours. During this procedure, the contents of the flask heat up to about 70° C. Thereafter, the reaction mixture is washed four times with water, dried and evaporated down. The residue obtained comprises 41 g of a brown oil which contains the title compound in about ... Conditions: temperature 70 celsius, time 6 hour. RXN SMILES: [CH2:1]([N:3]([C:8]1[CH:13]=[CH:12][CH:11]=[CH:10][C:9]=1[CH3:14])[C:4](=[O:7])[O:5][CH3:6])[CH3:2].[Br:15]N1C(=O)CCC1=O>C(Cl)(Cl)(Cl)Cl>[CH2:1]([N:3]([C:8]1[CH:13]=[CH:12][CH:11]=[CH:10][C:9]=1[CH2:14][Br:15])[C:4](=[O:7])[O:5][CH3:6])[CH3:2]. The solvent is C(Cl)(Cl)(Cl)Cl (carbon tetrachloride). The reactants are brown oil, C(C)N(C(OC)=O)C1=C(C=CC=C1)C (methyl N-ethyl-N-(o-methylphenyl)-carbamate), BrN1C(CCC1=O)=O (N-bromosuccinimide), azoisobutyronitrile.